Task: describe an organic reaction: reactants, conditions, products, and yield. Dataset: the Open Reaction Database (ORD), a public repository of structured organic reaction records Starting materials: CN(CC(=O)O)NC(=O)NCc1cccc2ccccc12, CCOC(OCC)C(C)N(Cc1csc2ccccc12)C(=O)C(N)Cc1ccc(OC(C)(C)C)cc1. Product: CCOC(OCC)C(C)N(Cc1csc2ccccc12)C(=O)C(Cc1ccc(OC(C)(C)C)cc1)NC(=O)CN(C)NC(=O)NCc1cccc2ccccc12. Reaction SMILES: [CH3:1][N:2]([NH:3][C:4]([NH:5][CH2:6][c:7]1[cH:8][cH:9][cH:10][c:11]2[cH:12][cH:13][cH:14][cH:15][c:16]12)=[O:17])[CH2:18][C:19](=[O:20])[OH:21].[NH2:22][CH:23]([C:24](=[O:25])[N:26]([CH:27]([CH:28]([O:29][CH2:30][CH3:31])[O:32][CH2:33][CH3:34])[CH3:35])[CH2:36][c:37]1[c:38]2[c:39]([s:40][cH:41]1)[cH:42][cH:43][cH:44][cH:45]2)[CH2:46][c:47]1[cH:48][cH:49][c:50]([O:53][C:54]([CH3:55])([CH3:56])[CH3:57])[cH:51][cH:52]1>>[CH3:1][N:2]([NH:3][C:4]([NH:5][CH2:6][c:7]1[cH:8][cH:9][cH:10][c:11]2[cH:12][cH:13][cH:14][cH:15][c:16]12)=[O:17])[CH2:18][C:19](=[O:21])[NH:22][CH:23]([C:24](=[O:25])[N:26]([CH:27]([CH:28]([O:29][CH2:30][CH3:31])[O:32][CH2:33][CH3:34])[CH3:35])[CH2:36][c:37]1[c:38]2[c:39]([s:40][cH:41]1)[cH:42][cH:43][cH:44][cH:45]2)[CH2:46][c:47]1[cH:48][cH:49][c:50]([O:53][C:54]([CH3:55])([CH3:56])[CH3:57])[cH:51][cH:52]1. The reactants are CC(=O)c1ccccc1Nc1ccc(OCc2ccccc2)cc1, CCO, CC(=O)O. As a reaction SMILES: [CH2:1]([c:2]1[cH:3][cH:4][cH:5][cH:6][cH:7]1)[O:8][c:9]1[cH:10][cH:11][c:12]([NH:15][c:16]2[c:17]([C:22]([CH3:23])=[O:24])[cH:18][cH:19][cH:20][cH:21]2)[cH:13][cH:14]1.[CH3:25][CH2:26][OH:27].[CH3:28][C:29](=[O:30])[OH:31]>>[OH:8][c:9]1[cH:10][cH:11][c:12]([NH:15][c:16]2[c:17]([C:22]([CH3:23])=[O:24])[cH:18][cH:19][cH:20][cH:21]2)[cH:13][cH:14]1. The product is CC(=O)c1ccccc1Nc1ccc(O)cc1. Starting materials: [BH4-].[Na+] (NaBH4), C(CCC)C1=CC=C(S1)C=S (5-Butylthiothiophene-2-carbaldehyde), CO (methanol). Solvent: [OH-].[Na+] (sodium hydroxide), C1CCOC1 (THF). Reaction conditions: time 2 hour. The product is OCC=1SC(=CC1)SCCCC (2-Hydroxymethyl-5-butylthiothiophene), oil. Yield: 97.0%. RXN SMILES: [BH4-].[Na+].C([C:7]1[S:11][C:10](C=S)=[CH:9][CH:8]=1)CCC.[CH3:14][OH:15]>[OH-].[Na+].C1COCC1>[OH:15][CH2:14][C:10]1[S:11][C:7]([S:11][CH2:10][CH2:9][CH2:8][CH3:7])=[CH:8][CH:9]=1 |f:0.1,4.5|. Reported procedure: A solution of NaBH4 (5.3 g, 0.141 mol) in methanol (29.0 g) and sodium hydroxide (20%, 56.0 mL) was added dropwise to a solution of 45 (56.47 g, 0.282 mol) in THF (75 mL) at room temperature. The mixture was stirred for 2 hours, extracted with ethyl ether 3×150 mL), the combined extracts washed with brine and dried (MgSO4). After solvent removal, the crude product 46 was obtained as an oil (55.4 g, 97%); 1H NMR δ: 0.88 (t, 3 H, J=7.3 Hz, CH3), 1.39 (m, 2 H, CH3—CH2), 1.57 (m, 2 H, CH3—CH2—CH2),1...